From a dataset of the Open Reaction Database (ORD), a public repository of structured organic reaction records. describe an organic reaction: reactants, conditions, products, and yield Starting materials: CCOC(=O)Cc1ccnc(NC(=O)OC(C)(C)C)c1, C1CCOC1, CC(C)C[AlH]CC(C)C, O. Yields the product CC(C)(C)OC(=O)Nc1cc(CCO)ccn1. As a reaction SMILES: [C:1]([CH3:2])([CH3:3])([CH3:4])[O:5][C:6](=[O:7])[NH:8][c:9]1[n:10][cH:11][cH:12][c:13]([CH2:15][C:16](=[O:17])[O:18][CH2:19][CH3:20])[cH:14]1.[CH2:31]1[O:32][CH2:33][CH2:34][CH2:35]1.[CH3:21][CH:22]([CH2:23][AlH:24][CH2:25][CH:26]([CH3:27])[CH3:28])[CH3:29].[OH2:30]>>[C:1]([CH3:2])([CH3:3])([CH3:4])[O:5][C:6](=[O:7])[NH:8][c:9]1[n:10][cH:11][cH:12][c:13]([CH2:15][CH2:16][OH:17])[cH:14]1. Reactants: CC(Nc1nccc(N2CC(O[Si](C)(C)C(C)(C)C)Cn3c2nc(-c2ccccc2)cc3=O)n1)c1ccccc1, CO, Cl, [Na+], O=C([O-])O. Yields the product CC(Nc1nccc(N2CC(O)Cn3c2nc(-c2ccccc2)cc3=O)n1)c1ccccc1. As a reaction SMILES: [C:1]([Si:2]([CH3:3])([CH3:4])[O:6][CH:7]1[CH2:8][N:9]([c:24]2[n:25][c:26]([NH:30][CH:31]([CH3:32])[c:33]3[cH:34][cH:35][cH:36][cH:37][cH:38]3)[n:27][cH:28][cH:29]2)[c:10]2[n:11]([c:12](=[O:22])[cH:13][c:14](-[c:16]3[cH:17][cH:18][cH:19][cH:20][cH:21]3)[n:15]2)[CH2:23]1)([CH3:5])([CH3:39])[CH3:40].[CH3:47][OH:48].[ClH:41].[Na+:46].[O-:42][C:43]([OH:44])=[O:45]>>[OH:6][CH:7]1[CH2:8][N:9]([c:24]2[n:25][c:26]([NH:30][CH:31]([CH3:32])[c:33]3[cH:34][cH:35][cH:36][cH:37][cH:38]3)[n:27][cH:28][cH:29]2)[c:10]2[n:11]([c:12](=[O:22])[cH:13][c:14](-[c:16]3[cH:17][cH:18][cH:19][cH:20][cH:21]3)[n:15]2)[CH2:23]1. Reactants: ClC1=CC=C(OC(C(=O)O)(C)C)C=C1 (2-(4-chlorophenoxy)-2-methylpropionic acid), [OH-].[K+] (potassium hydroxide). Reagents/catalysts: [Ni] (Raney Nickel). The solvent is CO (methanol), O1CCOCC1 (dioxane), O (water). Conditions: time 3.25 hour. Yields the product O(C1=CC=CC=C1)C(C(=O)O)(C)C (2-Phenoxy-2,2-dimethyl acetic acid). Isolated yield 9.5%. RXN SMILES: Cl[C:2]1[CH:14]=[CH:13][C:5]([O:6][C:7]([CH3:12])([CH3:11])[C:8]([OH:10])=[O:9])=[CH:4][CH:3]=1.[OH-].[K+]>CO.O1CCOCC1.O.[Ni]>[O:6]([C:7]([CH3:12])([CH3:11])[C:8]([OH:10])=[O:9])[C:5]1[CH:13]=[CH:14][CH:2]=[CH:3][CH:4]=1 |f:1.2|. Reported procedure: To a solution of 20.0 g (0.93 mole) of 2-(4-chlorophenoxy)-2-methylpropionic acid (97%, clofibric acid, Aldrich) in 130 ml of methanol and 50 ml of dioxane was added a solution of 13.9 g (0.244 mole) of potassium hydroxide in 75 ml of water. To this solution were added 5 teaspoonfuls of Raney Nickel (Aldrich) and the mixture was hydrogenated at ambient temperature for 3.25 hr (H2 -uptake ceased). The reaction mixture was filtered through Celite® and the filtrate was concentrated under reduced pr... The reactants are CO, CC1(C)Nc2ccc([N+](=O)[O-])cc2NC1=O. Product: CC1(C)Nc2ccc(N)cc2NC1=O. RXN SMILES: [CH3:17][OH:18].[CH3:1][C:2]1([CH3:16])[NH:3][c:4]2[cH:5][cH:6][c:7]([N+:13]([O-:14])=[O:15])[cH:8][c:9]2[NH:10][C:11]1=[O:12]>>[CH3:1][C:2]1([CH3:16])[NH:3][c:4]2[cH:5][cH:6][c:7]([NH2:13])[cH:8][c:9]2[NH:10][C:11]1=[O:12]. The product is COc1cc(C=CCN2CCC(c3ccc(Oc4ccccc4)cc3)CC2)ccc1O. Starting materials: [Al+3], [H-], [H-], [H-], [H-], [Li+], [Na+], C1CCOC1, [OH-], COc1cc(C=CC(=O)N2CCC(c3ccc(Oc4ccccc4)cc3)CC2)ccc1O. As a reaction SMILES: [Al+3:34].[H-:33].[H-:36].[H-:37].[H-:38].[Li+:35].[Na+:40].[O:41]1[CH2:42][CH2:43][CH2:44][CH2:45]1.[OH-:39].[OH:1][c:2]1[c:3]([O:31][CH3:32])[cH:4][c:5]([CH:8]=[CH:9][C:10](=[O:11])[N:12]2[CH2:13][CH2:14][CH:15]([c:18]3[cH:19][cH:20][c:21]([O:24][c:25]4[cH:26][cH:27][cH:28][cH:29][cH:30]4)[cH:22][cH:23]3)[CH2:16][CH2:17]2)[cH:6][cH:7]1>>[OH:1][c:2]1[c:3]([O:31][CH3:32])[cH:4][c:5]([CH:8]=[CH:9][CH2:10][N:12]2[CH2:13][CH2:14][CH:15]([c:18]3[cH:19][cH:20][c:21]([O:24][c:25]4[cH:26][cH:27][cH:28][cH:29][cH:30]4)[cH:22][cH:23]3)[CH2:16][CH2:17]2)[cH:6][cH:7]1. The reactants are O=C1COC(=O)c2ccccc21, C1COCCN1, CC(=O)O, O=CC1CCC(c2ccc(Cl)cc2)CC1, O. Product: O=C1OC(=CC2CCC(c3ccc(Cl)cc3)CC2)C(=O)c2ccccc21. Reaction SMILES: [C:20]1(=[O:31])[O:21][CH2:22][C:23](=[O:30])[c:24]2[c:25]1[cH:26][cH:27][cH:28][cH:29]2.[CH2:32]1[NH:33][CH2:34][CH2:35][O:36][CH2:37]1.[CH3:16][C:17](=[O:18])[OH:19].[Cl:1][c:2]1[cH:3][cH:4][c:5]([CH:8]2[CH2:9][CH2:10][CH:11]([CH:14]=[O:15])[CH2:12][CH2:13]2)[cH:6][cH:7]1.[OH2:38]>>[Cl:1][c:2]1[cH:3][cH:4][c:5]([CH:8]2[CH2:9][CH2:10][CH:11]([CH:14]=[C:22]3[O:21][C:20](=[O:31])[c:25]4[c:24]([cH:29][cH:28][cH:27][cH:26]4)[C:23]3=[O:30])[CH2:12][CH2:13]2)[cH:6][cH:7]1. Starting materials: FC(C1=CC(=C(C=C1)CN)N1CCCCC1)(F)F ((4-(trifluoromethyl)-2-(piperidin-1-yl)phenyl)-methanamine), ClC(Cl)(OC(OC(Cl)(Cl)Cl)=O)Cl (triphosgene), [N-]=C=O (isocyanate), compound 1b. Solvent: CCOC(=O)C (AcOEt), CCOC(=O)C (AcOEt), CN(C)C=O (DMF). Reaction conditions: temperature 80 celsius. The product is FC(C1=CC(=C(CNC(=O)NC2=CC=CC3=C2NC(O3)=O)C=C1)N1CCCCC1)(F)F (1-(4-(trifluoromethyl)-2-(piperidin-1-yl)benzyl)-3-(2,3-dihydro-2-oxobenzo[d]oxazol-4-yl)urea). The yield is 14.0%. Reaction SMILES: [F:1][C:2]([F:18])([F:17])[C:3]1[CH:8]=[CH:7][C:6]([CH2:9][NH2:10])=[C:5]([N:11]2[CH2:16][CH2:15][CH2:14][CH2:13][CH2:12]2)[CH:4]=1.ClC(Cl)(O[C:23](=[O:29])[O:24][C:25](Cl)(Cl)Cl)Cl.[N-:31]=[C:32]=[O:33]>CCOC(C)=O.CN(C=O)C>[F:18][C:2]([F:1])([F:17])[C:3]1[CH:8]=[CH:7][C:6]([CH2:9][NH:10][C:32]([NH:31][C:6]2[C:9]3[NH:10][C:23](=[O:29])[O:24][C:25]=3[CH:3]=[CH:4][CH:5]=2)=[O:33])=[C:5]([N:11]2[CH2:16][CH2:15][CH2:14][CH2:13][CH2:12]2)[CH:4]=1. Reported procedure: Amine 2c (350 mg, 1.33 mmol) (Scheme 7) was dissolved in 20 ml of AcOEt and at 0° C. triphosgene (395 mg, 1.33 mmol) was added to the solution. The mixture was warmed at 80° C. for 4 hours then evaporated and dissolved in 5 ml of DMF. The solution of the isocyanate was added dropwise to a solution in DMF (10 ml) of compound 1b (100 mg, 0.66 mmol) and the mixture was warmed at 80° C. for 8 hours. (TLC AcOEt). The solvent was evaporated and the crude was dissolved in AcOEt (30 ml) and washed with ... Reactants: BrC1=CC=C(C=C1)NC1CCN(CC1)C(=O)OC(C)(C)C (4-(4-Bromophenyl)amino-l-(tert-butoxycarbonyl)piperidine), ClCC1=CC(=NC=C1)C1=CC(=C(C(=C1)OC)OC)OC (4-chloromethyl-2-(3,4,5-trimethoxyphenyl)pyridine). The product is BrC1=CC=C(C=C1)N(CC1=CC(=NC=C1)C1=CC(=C(C(=C1)OC)OC)OC)C1CCN(CC1)C(=O)OC(C)(C)C (4-[N-(4-Bromophenyl)-N-[[2-(3,4,5-trimethoxyphenyl)pyridin-4-yl]methyl]amino]-1-(tert-butoxycarbonyl)piperidine). Reaction SMILES: [Br:1][C:2]1[CH:7]=[CH:6][C:5]([NH:8][CH:9]2[CH2:14][CH2:13][N:12]([C:15]([O:17][C:18]([CH3:21])([CH3:20])[CH3:19])=[O:16])[CH2:11][CH2:10]2)=[CH:4][CH:3]=1.Cl[CH2:23][C:24]1[CH:29]=[CH:28][N:27]=[C:26]([C:30]2[CH:35]=[C:34]([O:36][CH3:37])[C:33]([O:38][CH3:39])=[C:32]([O:40][CH3:41])[CH:31]=2)[CH:25]=1>>[Br:1][C:2]1[CH:7]=[CH:6][C:5]([N:8]([CH:9]2[CH2:10][CH2:11][N:12]([C:15]([O:17][C:18]([CH3:21])([CH3:20])[CH3:19])=[O:16])[CH2:13][CH2:14]2)[CH2:23][C:24]2[CH:29]=[CH:28][N:27]=[C:26]([C:30]3[CH:35]=[C:34]([O:36][CH3:37])[C:33]([O:38][CH3:39])=[C:32]([O:40][CH3:41])[CH:31]=3)[CH:25]=2)=[CH:4][CH:3]=1. Procedure: 4-(4-Bromophenyl)amino-l-(tert-butoxycarbonyl)piperidine (711 mg) and 4-chloromethyl-2-(3,4,5-trimethoxyphenyl)pyridine (588 mg) was treated in the same manner as described in Example 9 to give light yellow amorphous of the title compound. Starting materials: N1=C(N=CC=C1)CNCCN (N-(2-pyrimidylmethyl)ethylenediamine), CN(CCN=C=S)C (2-dimethylaminoethyl isothiocyanate). The product is CN(CCNC(=S)NCCNCC1=NC=CC=N1)C (N-(2-Dimethylaminoethyl)-N'-[2-(2-pyrimidylmethylamino)-ethyl]thiourea). Reaction SMILES: [N:1]1[CH:6]=[CH:5][CH:4]=[N:3][C:2]=1[CH2:7][NH:8][CH2:9][CH2:10][NH2:11].[CH3:12][N:13]([CH3:19])[CH2:14][CH2:15][N:16]=[C:17]=[S:18]>>[CH3:12][N:13]([CH3:19])[CH2:14][CH2:15][NH:16][C:17]([NH:11][CH2:10][CH2:9][NH:8][CH2:7][C:2]1[N:3]=[CH:4][CH:5]=[CH:6][N:1]=1)=[S:18]. Reported procedure: Treating N-(2-pyrimidylmethyl)ethylenediamine with 2-dimethylaminoethyl isothiocyanate, then concentrating and separating by column chromatography by the procedure of Example 40 (a)(ii) gives the title compound.